The task is: describe an organic reaction: reactants, conditions, products, and yield. This data is from the Open Reaction Database (ORD), a public repository of structured organic reaction records. The reactants are O=C(Nc1ccc(Br)cc1)c1cc(C(F)(F)F)nn1-c1ccccc1Cl, CC(=O)Nc1ccc(B(O)O)cc1, CCO, CS(C)=O. Yields the product CC(=O)Nc1ccc(-c2ccc(NC(=O)c3cc(C(F)(F)F)nn3-c3ccccc3Cl)cc2)cc1. As a reaction SMILES: [Br:14][c:15]1[cH:16][cH:17][c:18]([NH:21][C:22](=[O:23])[c:24]2[cH:25][c:26]([C:36]([F:37])([F:38])[F:39])[n:27][n:28]2-[c:29]2[c:30]([Cl:35])[cH:31][cH:32][cH:33][cH:34]2)[cH:19][cH:20]1.[C:1]([CH3:2])(=[O:3])[NH:4][c:5]1[cH:6][cH:7][c:8]([B:11]([OH:12])[OH:13])[cH:9][cH:10]1.[CH3:40][CH2:41][OH:42].[CH3:43][S:44]([CH3:45])=[O:46]>>[C:1]([CH3:2])(=[O:3])[NH:4][c:5]1[cH:6][cH:7][c:8](-[c:15]2[cH:16][cH:17][c:18]([NH:21][C:22](=[O:23])[c:24]3[cH:25][c:26]([C:36]([F:37])([F:38])[F:39])[n:27][n:28]3-[c:29]3[c:30]([Cl:35])[cH:31][cH:32][cH:33][cH:34]3)[cH:19][cH:20]2)[cH:9][cH:10]1. The reactants are C(C)(C)(C)OC(=O)N[C@@H](C[C@H](CNC(C1=C(C=CC=C1)OCCCOC)=O)C(C)C)[C@H](C[C@@H](C)C(NCCN1CCOCC1)=O)O ((2S,4S,5S,7R)-N-{4-(tert-butoxycarbonyl)amino-5-hydroxy-2-isopropyl-7-[(2-morpholin-4-ylethyl)-carbamoyl]-octyl}-2-(3-methoxypropoxy)-benzamide), Cl (hydrochloric acid). The solvent is O1CCOCC1 (dioxane). The product is Cl.Cl.N[C@@H](C[C@@H](CNC(C1=C(C=CC=C1)OCCCOC)=O)C)[C@H](C[C@@H](C)C(NCCN1CCOCC1)=O)O ((2S,4S,5S,7R)-N-[4-Amino-5-hydroxy-2-methyl-7-[(2-morpholin-4-ylethyl)-carbamoyl]-octyl}-2-(3-methoxypropoxy)-benzamide dihydrochloride). Reaction SMILES: C(OC([NH:8][C@H:9]([C@@H:31]([OH:46])[CH2:32][C@H:33]([C:35](=[O:45])[NH:36][CH2:37][CH2:38][N:39]1[CH2:44][CH2:43][O:42][CH2:41][CH2:40]1)[CH3:34])[CH2:10][C@@H:11]([CH:28](C)C)[CH2:12][NH:13][C:14](=[O:27])[C:15]1[CH:20]=[CH:19][CH:18]=[CH:17][C:16]=1[O:21][CH2:22][CH2:23][CH2:24][O:25][CH3:26])=O)(C)(C)C.[ClH:47]>O1CCOCC1>[ClH:47].[ClH:47].[NH2:8][C@H:9]([C@@H:31]([OH:46])[CH2:32][C@H:33]([C:35](=[O:45])[NH:36][CH2:37][CH2:38][N:39]1[CH2:44][CH2:43][O:42][CH2:41][CH2:40]1)[CH3:34])[CH2:10][C@H:11]([CH3:28])[CH2:12][NH:13][C:14](=[O:27])[C:15]1[CH:20]=[CH:19][CH:18]=[CH:17][C:16]=1[O:21][CH2:22][CH2:23][CH2:24][O:25][CH3:26] |f:3.4.5|. Procedure details: A solution of (2S,4S,5S,7R)-N-{4-(tert-butoxycarbonyl)amino-5-hydroxy-2-isopropyl-7-[(2-morpholin-4-ylethyl)-carbamoyl]-octyl}-2-(3-methoxypropoxy)-benzamide (105 mg) in 4N hydrochloric acid solution in dioxane (4 ml) is stirred at 0° C. for one hour. The reaction mixture is then lyophilised. (2S,4S,5S,7R)-N-[4-Amino-5-hydroxy-2-methyl-7-[(2-morpholin-4-ylethyl)-carbamoyl]-octyl}-2-(3-methoxypropoxy)-benzamide dihydrochloride is obtained in the form of a beige powder: Rf (dichloromethane-methano... The reagents and catalysts are [Pd] (Pd/C). The product is hydrochloride salt, CN(CCCOC1=C(C=C(N)C=C1)OC)C (4-(3-(dimethylamino)propoxy)-3-methoxyaniline). Solvent: CO (methanol). Reaction SMILES: [CH3:1][O:2][C:3]1[CH:15]=[C:14]([N+:16]([O-])=O)[CH:13]=[CH:12][C:4]=1[O:5][CH2:6][CH2:7][CH2:8][N:9]([CH3:11])[CH3:10].[BH4-].[Na+].Cl>[Pd].CO>[CH3:11][N:9]([CH3:10])[CH2:8][CH2:7][CH2:6][O:5][C:4]1[CH:12]=[CH:13][C:14]([NH2:16])=[CH:15][C:3]=1[O:2][CH3:1] |f:1.2|. Reactants: COC1=C(OCCCN(C)C)C=CC(=C1)[N+](=O)[O-] (3-(2-methoxy-4-nitrophenoxy)-N,N-dimethylpropan-1-amine), Cl (hydrochloric acid), [BH4-].[Na+] (sodium borohydride). Procedure: To a two necked 25 mL round bottom flask, charged with 3-(2-methoxy-4-nitrophenoxy)-N,N-dimethylpropan-1-amine (0.5 g, 1.96 mmol) from above, 10 mL of methanol followed by sodium borohydride (0.2 g, 4.2 mmol) and 10% Pd/C (0.05 g). The resulting reaction mixture was stirred at ambient temperature for 1 hour. After this time, the reaction mixture was passed through a cellite cartridge to remove Pd/C. The organic solution was concentrated under vacuo to give a brown solid residue. The resulting so... Conditions: time 1 hour. Yield: 68.2%. The reactants are COCCOC, [I-], O=N[O-], COC(=O)c1ccc(-c2cc(C(F)(F)F)cc(C(F)(F)F)c2)c(N)c1, [Na+], [Na+], O, O=S(=O)(O)O. Product: COC(=O)c1ccc(-c2cc(C(F)(F)F)cc(C(F)(F)F)c2)c(I)c1. Reaction SMILES: [CH3:37][O:38][CH2:39][CH2:40][O:41][CH3:42].[I-:36].[N:1]([O-:2])=[O:3].[NH2:5][c:6]1[c:7](-[c:16]2[cH:17][c:18]([C:26]([F:27])([F:28])[F:29])[cH:19][c:20]([C:22]([F:23])([F:24])[F:25])[cH:21]2)[cH:8][cH:9][c:10]([C:12](=[O:13])[O:14][CH3:15])[cH:11]1.[Na+:35].[Na+:4].[OH2:43].[S:30](=[O:31])(=[O:32])([OH:33])[OH:34]>>[c:6]1([I:36])[c:7](-[c:16]2[cH:17][c:18]([C:26]([F:27])([F:28])[F:29])[cH:19][c:20]([C:22]([F:23])([F:24])[F:25])[cH:21]2)[cH:8][cH:9][c:10]([C:12](=[O:13])[O:14][CH3:15])[cH:11]1. Product: C(CCC=C)[C@H]1[C@@H](COC1)O (Trans-4-pent-4-en-1-yltetrahydrofuran-3-ol). Procedure details: To a mixture of CuI (1.66 g, 8.71 mmol) in THF (100 mL) at −5° C., a 0.5M solution of bromo(pent-4-en-1-yl)magnesium (116 mL, 5.81 mmol) was added. The solution was stirred for 1 hour and cooled to −20° C. 3,6-Dioxabicyclo[3.1.0]hexane (5.0 g, 58.1 mmol) was added dropwise, and the reaction mixture was slowly warmed to RT and stirred for 15 hours. The reaction mixture was quenched with NH4Cl(aq.) and extracted with Et2O (3×). The combined organics were washed with H2O and brine, dried over Na2SO... Starting materials: solution, Br[Mg]CCCC=C (bromo(pent-4-en-1-yl)magnesium), C12COCC2O1 (3,6-Dioxabicyclo[3.1.0]hexane). Reaction SMILES: Br[Mg][CH2:3][CH2:4][CH2:5][CH:6]=[CH2:7].[CH:8]12[O:13][CH:12]1[CH2:11][O:10][CH2:9]2>C1COCC1.[Cu]I>[CH2:3]([C@@H:12]1[CH2:11][O:10][CH2:9][C@H:8]1[OH:13])[CH2:4][CH2:5][CH:6]=[CH2:7]. Reaction conditions: temperature -20 celsius, time 1 hour. Solvent: C1CCOC1 (THF). Reagents/catalysts: [Cu]I (CuI). Reactants: C([O-])([O-])=O.[K+].[K+] (Potassium carbonate), N1CCOCC1 (morpholine), ClCC(=O)C=1C=C2CC(NC2=CC1)=O (5-(2-chloroacetyl)oxindole). The reagents and catalysts are [I-].[K+] (potassium iodide). Solvent: CN(C)C=O (DMF). Run at time 1 hour. Product: O1CCN(CC1)CC(=O)C=1C=C2CC(NC2=CC1)=O (5-(2-morpholinoacetyl)oxindole). Yield: 51.7%. As a reaction SMILES: C(=O)([O-])[O-].[K+].[K+].[NH:7]1[CH2:12][CH2:11][O:10][CH2:9][CH2:8]1.Cl[CH2:14][C:15]([C:17]1[CH:18]=[C:19]2[C:23](=[CH:24][CH:25]=1)[NH:22][C:21](=[O:26])[CH2:20]2)=[O:16]>CN(C=O)C.[I-].[K+]>[O:10]1[CH2:11][CH2:12][N:7]([CH2:14][C:15]([C:17]2[CH:18]=[C:19]3[C:23](=[CH:24][CH:25]=2)[NH:22][C:21](=[O:26])[CH2:20]3)=[O:16])[CH2:8][CH2:9]1 |f:0.1.2,6.7|. Procedure details: Potassium carbonate (800 mg, 5.8 mmol) followed by potassium iodide (30 mg, 0.2 mmol) and morpholine (500 μl, 5.7 mmol) were added to a solution of 5-(2-chloroacetyl)oxindole (1.05 g, 5 mmol), (J. Med. Chem. 1991, 1860), in DMF (20 ml) and the mixture was stirred for 1 hour at ambient temperature. The solvent was removed by evaporation and the residue was purified by reverse phase column chromatography on a Diaion (trade mark of Mitsubishi) HP20SS resin column, eluting with water/methanol (a gra... Reactants: N#Cc1ccc(CBr)cc1, CCO, C1CNCCNC1. Product: N#Cc1ccc(CN2CCCNCC2)cc1. RXN SMILES: [Br:8][CH2:9][c:10]1[cH:11][cH:12][c:13]([C:16]#[N:17])[cH:14][cH:15]1.[CH3:18][CH2:19][OH:20].[NH:1]1[CH2:2][CH2:3][NH:4][CH2:5][CH2:6][CH2:7]1>>[N:1]1([CH2:9][c:10]2[cH:11][cH:12][c:13]([C:16]#[N:17])[cH:14][cH:15]2)[CH2:2][CH2:3][NH:4][CH2:5][CH2:6][CH2:7]1. Reactants: FC1=CC=C(C=C1)CC1=CN=C2C(=C(C(N(C2=C1)C)=O)C(=O)OCC)O (ethyl 7-[(4-fluorophenyl)methyl]-4-hydroxy-1-methyl-2-oxo-1,2-dihydro-1,5-naphthyridine-3-carboxylate), NCCN(S(=O)(=O)C)C (N-(2-aminoethyl)-N-methylmethanesulfonamide). Yields the product FC1=CC=C(C=C1)CC1=CN=C2C(=C(C(N(C2=C1)C)=O)C(=O)NCCN(S(=O)(=O)C)C)O (7-[(4-fluorophenyl)methyl]-4-hydroxy-1-methyl-N-{2[methyl(methylsulfonyl)amino]ethyl}-2-oxo-1,2-dihydro-1,5-naphthyridine-3-carboxamide). Isolated yield 92.7%. RXN SMILES: [F:1][C:2]1[CH:7]=[CH:6][C:5]([CH2:8][C:9]2[CH:18]=[C:17]3[C:12]([C:13]([OH:26])=[C:14]([C:21]([O:23]CC)=O)[C:15](=[O:20])[N:16]3[CH3:19])=[N:11][CH:10]=2)=[CH:4][CH:3]=1.[NH2:27][CH2:28][CH2:29][N:30]([CH3:35])[S:31]([CH3:34])(=[O:33])=[O:32]>>[F:1][C:2]1[CH:7]=[CH:6][C:5]([CH2:8][C:9]2[CH:18]=[C:17]3[C:12]([C:13]([OH:26])=[C:14]([C:21]([NH:27][CH2:28][CH2:29][N:30]([CH3:35])[S:31]([CH3:34])(=[O:33])=[O:32])=[O:23])[C:15](=[O:20])[N:16]3[CH3:19])=[N:11][CH:10]=2)=[CH:4][CH:3]=1. Reported procedure: In a similar manner to that described in example 196, from ethyl 7-[(4-fluorophenyl)methyl]-4-hydroxy-1-methyl-2-oxo-1,2-dihydro-1,5-naphthyridine-3-carboxylate (20 mg, 0.056 mmol) described in example 92 and N-(2-aminoethyl)-N-methylmethanesulfonamide (55 mg, 0.364 mmol), was prepared 7-[(4-fluorophenyl)methyl]-4-hydroxy-1-methyl-N-{2[methyl(methylsulfonyl)amino]ethyl}-2-oxo-1,2-dihydro-1,5-naphthyridine-3-carboxamide (24 mg, 96% yield) as a white solid after purification by reverse phase HPLC....